describe an organic reaction: reactants, conditions, products, and yield From a dataset of the Open Reaction Database (ORD), a public repository of structured organic reaction records. Reactants: ClC1=NC=C(C(=N1)C(F)(F)F)C(=O)OCC1=CC=CC=C1 (benzyl 2-chloro-4-trifluoromethylpyrimidine-5-carboxylate), ClC=1C=C(N)C=CC1 (3-chloroaniline). Solvent: O1CCOCC1 (1,4-dioxan). Run at time 15 hour. The product is ClC=1C=C(C=CC1)NC1=NC=C(C(=N1)C(F)(F)F)C(=O)OCC1=CC=CC=C1 (benzyl 2-(3-chlorophenylamino)-4-trifluoromethylpyrimidine-5-carboxylate). RXN SMILES: Cl[C:2]1[N:7]=[C:6]([C:8]([F:11])([F:10])[F:9])[C:5]([C:12]([O:14][CH2:15][C:16]2[CH:21]=[CH:20][CH:19]=[CH:18][CH:17]=2)=[O:13])=[CH:4][N:3]=1.[Cl:22][C:23]1[CH:24]=[C:25]([CH:27]=[CH:28][CH:29]=1)[NH2:26]>O1CCOCC1>[Cl:22][C:23]1[CH:24]=[C:25]([NH:26][C:2]2[N:7]=[C:6]([C:8]([F:11])([F:10])[F:9])[C:5]([C:12]([O:14][CH2:15][C:16]3[CH:21]=[CH:20][CH:19]=[CH:18][CH:17]=3)=[O:13])=[CH:4][N:3]=2)[CH:27]=[CH:28][CH:29]=1. Reported procedure: To a solution of benzyl 2-chloro-4-trifluoromethylpyrimidine-5-carboxylate (0.50 g, ex Maybridge) in 1,4-dioxan (5 ml) was added 3-chloroaniline (0.85 ml) and the solution stirred at room temperature for 15 h. 1,4-Dioxan was removed under reduced pressure and ethyl acetate (15 ml) added. The solution was washed sequentially with 2N hydrochloric acid (10 ml) and water (3×10 ml), dried (MgSO4), evaporated and triturated with hexane to afford benzyl 2-(3-chlorophenylamino)-4-trifluoromethylpyrimidi...